This data is from the Open Reaction Database (ORD), a public repository of structured organic reaction records. The task is: describe an organic reaction: reactants, conditions, products, and yield Starting materials: carboxylic ester, CN1CCNCC1 (N-methyl piperazine), NC=1C=C(C2=C(OCCO2)C1)C(=O)O (7-amino-1,4-benzodioxane-5-carboxylic acid). The solvent is CO (methanol). The product is CN1CCN(CC1)C(=O)C1=CC(=CC=2OCCOC21)N (5[(4-methyl-1-piperazinyl)-carbonyl]-7-amino-1,4-benzodioxane). RXN SMILES: [NH2:1][C:2]1[CH:3]=[C:4]([C:12]([OH:14])=O)[C:5]2[O:10][CH2:9][CH2:8][O:7][C:6]=2[CH:11]=1.[CH3:15][N:16]1[CH2:21][CH2:20][NH:19][CH2:18][CH2:17]1>CO>[CH3:15][N:16]1[CH2:21][CH2:20][N:19]([C:12]([C:4]2[C:5]3[O:10][CH2:9][CH2:8][O:7][C:6]=3[CH:11]=[C:2]([NH2:1])[CH:3]=2)=[O:14])[CH2:18][CH2:17]1. Procedure: In the same manner as described in Example 2, the 7-amino-1,4-benzodioxane-5-carboxylic acid was treated with the methanol, and then the obtained carboxylic ester was reacted with N-methyl piperazine. 5[(4-methyl-1-piperazinyl)-carbonyl]-7-amino-1,4-benzodioxane was obtained (M.P.: 170° C.). Starting materials: COC=1C=C(C=CC1)C1=CC2=C(NC(N2)=O)C=C1 (5-(3-methoxyphenyl)benzimidazolidin-2-one), P(=O)(Cl)(Cl)Cl (phosphorous oxychloride). The reagents and catalysts are [Cl-].C[N+](C)(C)C (tetramethylammonium chloride). Yields the product ClC=1NC2=C(N1)C=CC(=C2)C2=CC(=CC=C2)OC (2-chloro-5-(3-methoxyphenyl)benzimidazole). RXN SMILES: [CH3:1][O:2][C:3]1[CH:4]=[C:5]([C:9]2[CH:18]=[CH:17][C:12]3[NH:13][C:14](=O)[NH:15][C:11]=3[CH:10]=2)[CH:6]=[CH:7][CH:8]=1.P(Cl)(Cl)([Cl:21])=O>[Cl-].C[N+](C)(C)C>[Cl:21][C:14]1[NH:15][C:11]2[CH:10]=[C:9]([C:5]3[CH:6]=[CH:7][CH:8]=[C:3]([O:2][CH3:1])[CH:4]=3)[CH:18]=[CH:17][C:12]=2[N:13]=1 |f:2.3|. Reported procedure: Heat a mixture of 5-(3-methoxyphenyl)benzimidazolidin-2-one (1.4 g) and tetramethylammonium chloride (ca. 2 g) in phosphorous oxychloride at 100° C. for 8 hours. After cooling, concentrate the mixture in vacuo, triturate with water, and neutralize with ammonium hydroxide. Collect the precipitate and air-dry to obtain 2-chloro-5-(3-methoxyphenyl)benzimidazole. Starting materials: N#Cc1ccc(-c2cncc(N)c2)cc1Cl, O=S(=O)(Cl)Cc1ccccc1, c1ccncc1. As a reaction SMILES: [NH2:1][c:2]1[cH:3][c:4](-[c:8]2[cH:9][c:10]([Cl:16])[c:11]([C:12]#[N:13])[cH:14][cH:15]2)[cH:5][n:6][cH:7]1.[c:17]1([CH2:23][S:24](=[O:25])(=[O:26])[Cl:27])[cH:18][cH:19][cH:20][cH:21][cH:22]1.[cH:28]1[cH:29][cH:30][n:31][cH:32][cH:33]1>>[NH:1]([c:2]1[cH:3][c:4](-[c:8]2[cH:9][c:10]([Cl:16])[c:11]([C:12]#[N:13])[cH:14][cH:15]2)[cH:5][n:6][cH:7]1)[S:24]([CH2:23][c:17]1[cH:18][cH:19][cH:20][cH:21][cH:22]1)(=[O:25])=[O:26]. Product: N#Cc1ccc(-c2cncc(NS(=O)(=O)Cc3ccccc3)c2)cc1Cl. The reactants are C(C)(CC)C=1C=C2C=CNC2=CC1 (5-Sec-butyl-1H-indole), C(C)(CC)C=1C=C2C=CN(C2=CC1)C(C(F)(F)F)=O (5-sec-butyl-1-trifluoroacetylindole). Product: C(C)(C)C=1C=C2C=CNC2=CC1 (5-Isopropyl-1H-indole). As a reaction SMILES: [CH:1]([C:5]1[CH:6]=[C:7]2[C:11](=[CH:12][CH:13]=1)[NH:10][CH:9]=[CH:8]2)([CH2:3]C)[CH3:2].C(C1C=C2C(=CC=1)N(C(=O)C(F)(F)F)C=C2)(CC)C>>[CH:1]([C:5]1[CH:6]=[C:7]2[C:11](=[CH:12][CH:13]=1)[NH:10][CH:9]=[CH:8]2)([CH3:3])[CH3:2]. Reported procedure: 5-Sec-butyl-1H-indole; from 5-sec-butyl-1-trifluoroacetylindole (Example 2c) (94%). The reactants are N[C@H](C(C)(C)C)C(=O)O (D-tert-leucine), CN(C)C(=[N+](C)C)ON1C2=C(C=CC=C2)N=N1.[B-](F)(F)(F)F (TBTU), FC1=CC=C(C=C1)N1[C@@H]([C@H](C1=O)SCC(=O)C1=CC=C(C=C1)F)C1=CC=C(OCC(=O)NCC(=O)O)C=C1 (N-{[4-((2R,3R)-1-(4-fluorophenyl)-3-{[2-(4-fluorophenyl)-2-oxoethyl]thio}-4-oxoazetidin-2-yl)phenoxy]acetyl}glycine), CN1CCOCC1 (N-methyl morpholine). Run in C(Cl)Cl (CH2Cl2). Reaction conditions: time 1.5 hour. The product is FC1=CC=C(C=C1)N1[C@@H]([C@H](C1=O)SCC(O)C1=CC=C(C=C1)F)C1=CC=C(OCC(=O)NCC(=O)N[C@H](C(C)(C)C)C(=O)O)C=C1 (N-{[4-((2R,3R)-1-(4-fluorophenyl)-3-{[2-(4-fluorophenyl)-2-hydroxyethyl]thio}-4-oxoazetidin-2-yl)phenoxy]acetyl}glycyl-3-methyl-D-valine). Reaction SMILES: CN(C(ON1N=NC2C=CC=CC1=2)=[N+](C)C)C.[B-](F)(F)(F)F.[F:23][C:24]1[CH:29]=[CH:28][C:27]([N:30]2[C:33](=[O:34])[C@H:32]([S:35][CH2:36][C:37]([C:39]3[CH:44]=[CH:43][C:42]([F:45])=[CH:41][CH:40]=3)=[O:38])[C@H:31]2[C:46]2[CH:60]=[CH:59][C:49]([O:50][CH2:51][C:52]([NH:54][CH2:55][C:56](O)=[O:57])=[O:53])=[CH:48][CH:47]=2)=[CH:26][CH:25]=1.CN1CCOCC1.[NH2:68][C@@H:69]([C:74]([OH:76])=[O:75])[C:70]([CH3:73])([CH3:72])[CH3:71]>C(Cl)Cl>[F:23][C:24]1[CH:25]=[CH:26][C:27]([N:30]2[C:33](=[O:34])[C@H:32]([S:35][CH2:36][CH:37]([C:39]3[CH:40]=[CH:41][C:42]([F:45])=[CH:43][CH:44]=3)[OH:38])[C@H:31]2[C:46]2[CH:47]=[CH:48][C:49]([O:50][CH2:51][C:52]([NH:54][CH2:55][C:56]([NH:68][C@@H:69]([C:74]([OH:76])=[O:75])[C:70]([CH3:73])([CH3:72])[CH3:71])=[O:57])=[O:53])=[CH:59][CH:60]=2)=[CH:28][CH:29]=1 |f:0.1|. Procedure: TBTU (0.021 g, 0.067 mmol) was added to a solution of N-{[4-((2R,3R)-1-(4-fluorophenyl)-3-{[2-(4-fluorophenyl)-2-oxoethyl]thio}-4-oxoazetidin-2-yl)phenoxy]acetyl}glycine (0.030 g, 0.056 mmol) and N-methyl morpholine (0.017 g, 0.166 mmol) in CH2Cl2 (5 ml) at 30° C. After 1.5 h, D-tert-leucine (0.011 g, 0.083 mmol) was added. Full conversion to the corresponding amide was obtained after 30 minutes. The reaction was quenched by the addition of water (1 ml). After 10 minutes, MeOH (3 ml) and NaBH (0... Reactants: CN1CCCC1, CCOCC, CS(C)=O, CC(C)NC1CNC1, [Cl-], Cl, Cl, [Li+], Nc1nc(-n2cc(C(=O)O)c(=O)c3cc(F)c(F)c(Br)c32)c(F)cc1F. The product is CC(C)NC1CN(c2c(F)cc3c(=O)c(C(=O)O)cn(-c4nc(N)c(F)cc4F)c3c2Br)C1. RXN SMILES: [CH3:37][N:38]1[CH2:39][CH2:40][CH2:41][CH2:42]1.[CH3:45][CH2:46][O:47][CH2:48][CH3:49].[CH3:50][S:51](=[O:52])[CH3:53].[CH:3]([CH3:4])([CH3:5])[NH:6][CH:7]1[CH2:8][NH:9][CH2:10]1.[Cl-:44].[ClH:1].[ClH:2].[Li+:43].[NH2:11][c:12]1[c:13]([F:36])[cH:14][c:15]([F:35])[c:16](-[n:18]2[cH:19][c:20]([C:32](=[O:33])[OH:34])[c:21](=[O:31])[c:22]3[cH:23][c:24]([F:30])[c:25]([F:29])[c:26]([Br:28])[c:27]23)[n:17]1>>[CH:3]([CH3:4])([CH3:5])[NH:6][CH:7]1[CH2:8][N:9]([c:25]2[c:24]([F:30])[cH:23][c:22]3[c:21](=[O:31])[c:20]([C:32](=[O:33])[OH:34])[cH:19][n:18](-[c:16]4[c:15]([F:35])[cH:14][c:13]([F:36])[c:12]([NH2:11])[n:17]4)[c:27]3[c:26]2[Br:28])[CH2:10]1. The reactants are CON(C(CCC1=C(C=C(C=C1Cl)Cl)Cl)=O)C (N-methoxy-N-methyl-3-(2,4,6-trichloro-phenyl)-propionamide), C[Mg]I (MeMgI). Run in C1CCOC1 (THF). Run at time 2 hour. The product is ClC1=C(C(=CC(=C1)Cl)Cl)CCC(C)=O (4-(2,4,6-trichloro-phenyl)-butan-2-one). The yield is 59.0%. RXN SMILES: CON(C)[C:4](=[O:16])[CH2:5][CH2:6][C:7]1[C:12]([Cl:13])=[CH:11][C:10]([Cl:14])=[CH:9][C:8]=1[Cl:15].[CH3:18][Mg]I>C1COCC1>[Cl:15][C:8]1[CH:9]=[C:10]([Cl:14])[CH:11]=[C:12]([Cl:13])[C:7]=1[CH2:6][CH2:5][C:4](=[O:16])[CH3:18]. Reported procedure: To the stirred and cold solution (0° C.) of N-methoxy-N-methyl-3-(2,4,6-trichloro-phenyl)-propionamide (1 g, 3.37 mmol) in THF (15 ml) kept under nitrogen atmosphere, MeMgI (1.3 mL of 3M ether solution, 3.9 mmole) was added and stirring was continued at 0° C. for 2 hours. Reaction mixture was quenched with 5% of HCl (10 ml) at 0° C. and aqueous layer was extracted with EtOAc (3×30 ml). The combined organic layer was washed with 20 ml of brine and dried over sodium sulfate; concentrated under vac... Starting materials: CC(=O)CC(=O)OCc1ccccc1, Nc1ccc(CCO)cc1I, Cc1ccc(S(=O)(=O)O)cc1, c1ccccc1. Product: CC(=CC(=O)OCc1ccccc1)Nc1ccc(CCO)cc1I. RXN SMILES: [C:12]([CH2:13][C:14](=[O:15])[CH3:16])(=[O:17])[O:18][CH2:19][c:20]1[cH:21][cH:22][cH:23][cH:24][cH:25]1.[NH2:1][c:2]1[c:3]([I:11])[cH:4][c:5]([CH2:8][CH2:9][OH:10])[cH:6][cH:7]1.[c:26]1([CH3:27])[cH:28][cH:29][c:30]([S:31]([OH:32])(=[O:33])=[O:34])[cH:35][cH:36]1.[cH:37]1[cH:38][cH:39][cH:40][cH:41][cH:42]1>>[NH:1]([c:2]1[c:3]([I:11])[cH:4][c:5]([CH2:8][CH2:9][OH:10])[cH:6][cH:7]1)[C:14](=[CH:13][C:12](=[O:17])[O:18][CH2:19][c:20]1[cH:21][cH:22][cH:23][cH:24][cH:25]1)[CH3:16]. Starting materials: CCCCC(C)(Cc1ccc(OCCOS(C)(=O)=O)cc1)C(=O)OCC, [N-]=[N+]=[N-], [Na+]. Product: CCCCC(C)(Cc1ccc(OCCN=[N+]=[N-])cc1)C(=O)OCC. RXN SMILES: [CH2:1]([CH2:2][CH2:3][CH3:4])[C:5]([C:6](=[O:7])[O:8][CH2:9][CH3:10])([CH2:11][c:12]1[cH:13][cH:14][c:15]([O:18][CH2:19][CH2:20][O:21][S:22]([CH3:23])(=[O:24])=[O:25])[cH:16][cH:17]1)[CH3:26].[N-:28]=[N+:29]=[N-:30].[Na+:27]>>[CH2:1]([CH2:2][CH2:3][CH3:4])[C:5]([C:6](=[O:7])[O:8][CH2:9][CH3:10])([CH2:11][c:12]1[cH:13][cH:14][c:15]([O:18][CH2:19][CH2:20][N:28]=[N+:29]=[N-:30])[cH:16][cH:17]1)[CH3:26]. Starting materials: C(C)(C)(C)OC(=O)N[C@H](CC(=O)OCC1=CC=CC=C1)COS(=O)(=O)C ((R)-benzyl 3-(tert-butoxycarbonylamino)-4-(methylsulfonyloxy)-butanoate), N(C)(C)C (Me3N). The solvent is CCO (EtOH), CCO (EtOH). Run at time 15 minute. Yields the product CS(=O)(=O)[O-].C(C1=CC=CC=C1)OC(C[C@H](C[N+](C)(C)C)NC(=O)OC(C)(C)C)=O ((R)-4-(benzyloxy)-2-(tert-butoxycarbonylamino)-N,N,N-trimethyl-4-oxobutan-1-aminium methanesulfonate). Yield: 37.0%. Reaction SMILES: [C:1]([O:5][C:6]([NH:8][C@@H:9]([CH2:21][O:22][S:23]([CH3:26])(=[O:25])=[O:24])[CH2:10][C:11]([O:13][CH2:14][C:15]1[CH:20]=[CH:19][CH:18]=[CH:17][CH:16]=1)=[O:12])=[O:7])([CH3:4])([CH3:3])[CH3:2].[N:27]([CH3:30])([CH3:29])[CH3:28]>CCO>[CH3:26][S:23]([O-:25])(=[O:24])=[O:22].[CH2:14]([O:13][C:11](=[O:12])[CH2:10][C@@H:9]([NH:8][C:6]([O:5][C:1]([CH3:4])([CH3:3])[CH3:2])=[O:7])[CH2:21][N+:27]([CH3:30])([CH3:29])[CH3:28])[C:15]1[CH:20]=[CH:19][CH:18]=[CH:17][CH:16]=1 |f:3.4|. Procedure details: To a suspension of (R)-benzyl 3-(tert-butoxycarbonylamino)-4-(methylsulfonyloxy)-butanoate (149 mg, 0.38 mmol) in EtOH (2 mL) at 0° C. was added xs Me3N in EtOH (4.2 M, 2 mL, 8.4 mmol). The reaction was sealed and stirred at the temperature for 15 min and then at rt for 3 d. Later, the reaction was concentrated to dryness and purified by preparative TLC (silica gel, 5% MeOH/DCM) to afford the title compound as a colorless gum (43 mg, 37%). 1H NMR (300 MHz, CDCl3): δ=7.35-7.20 (m, 5H), 5.14-5.00 ...